Dataset: the Open Reaction Database (ORD), a public repository of structured organic reaction records. Task: describe an organic reaction: reactants, conditions, products, and yield The reactants are C(=O)(O)[O-].[Na+] (NaHCO3), steel, C(C1=CC=CC=C1)N(C=1C=C2C=CN=C(C2=CC1F)Cl)CC1=CC=CC=C1 (N,N-dibenzyl-1-chloro-7-fluoroisoquinolin-6-amine), N (NH3). The solvent is C(CO)O (ethylene glycol). Reaction conditions: temperature 165 celsius. Yields the product C(C1=CC=CC=C1)N(C=1C=C2C=CN=C(C2=CC1F)N)CC1=CC=CC=C1 (N6,N6-Dibenzyl-7-fluoroisoquinoline-1,6-diamine). The yield is 99.0%. As a reaction SMILES: [CH2:1]([N:8]([CH2:21][C:22]1[CH:27]=[CH:26][CH:25]=[CH:24][CH:23]=1)[C:9]1[CH:10]=[C:11]2[C:16](=[CH:17][C:18]=1[F:19])[C:15](Cl)=[N:14][CH:13]=[CH:12]2)[C:2]1[CH:7]=[CH:6][CH:5]=[CH:4][CH:3]=1.[NH3:28].C([O-])(O)=O.[Na+]>C(O)CO>[CH2:1]([N:8]([CH2:21][C:22]1[CH:27]=[CH:26][CH:25]=[CH:24][CH:23]=1)[C:9]1[CH:10]=[C:11]2[C:16](=[CH:17][C:18]=1[F:19])[C:15]([NH2:28])=[N:14][CH:13]=[CH:12]2)[C:2]1[CH:7]=[CH:6][CH:5]=[CH:4][CH:3]=1 |f:2.3|. Procedure details: To a steel bomb charged with N,N-dibenzyl-1-chloro-7-fluoroisoquinolin-6-amine (3.953 g, 10.49 mmol, see WO 2007/002313 for preparation) was added 15 mL of 7N NH3 in ethylene glycol (prepared by condensing ammonia in ethylene glycol) and the reaction sealed and heated at 165° C. overnight (20 h). The reaction mixture was poured into sat. NaHCO3 (200 mL) and extracted with DCM (3×200 mL). The combined organics were washed with brine (150 mL) and dried (Na2SO4), filtered and concentrated to leave ... Starting materials: COc1cc2c(Oc3cc(C)c(C)nc3-c3nc(C)c(C)s3)ccnc2cc1OCc1ccccc1, CS(=O)(=O)O, O=C(O)C(F)(F)F. Yields the product COc1cc2c(Oc3cc(C)c(C)nc3-c3nc(C)c(C)s3)ccnc2cc1O. As a reaction SMILES: [CH2:1]([c:2]1[cH:3][cH:4][cH:5][cH:6][cH:7]1)[O:8][c:9]1[c:10]([O:35][CH3:36])[cH:11][c:12]2[c:13]([O:19][c:20]3[c:21](-[c:28]4[s:29][c:30]([CH3:34])[c:31]([CH3:33])[n:32]4)[n:22][c:23]([CH3:27])[c:24]([CH3:26])[cH:25]3)[cH:14][cH:15][n:16][c:17]2[cH:18]1.[CH3:37][S:38](=[O:39])(=[O:40])[OH:41].[OH:42][C:43]([C:44]([F:45])([F:46])[F:47])=[O:48]>>[OH:8][c:9]1[c:10]([O:35][CH3:36])[cH:11][c:12]2[c:13]([O:19][c:20]3[c:21](-[c:28]4[s:29][c:30]([CH3:34])[c:31]([CH3:33])[n:32]4)[n:22][c:23]([CH3:27])[c:24]([CH3:26])[cH:25]3)[cH:14][cH:15][n:16][c:17]2[cH:18]1. Starting materials: FC(C1=C(CN2CCC(CC2)C=O)C=CC(=C1)C(F)(F)F)(F)F (1-[2,4-bis(trifluoromethyl)benzyl]piperidine-4-carbaldehyde), OCC1(CCC1)CNC1=NC(SC1)=O (4-({[1-(hydroxymethyl)cyclobutyl]methyl}amino)thiazol-2(5H)-one), C(C)(=O)[O-].[NH2+]1CCCCC1 (piperidinium acetate). The solvent is CC(C)O (2-propanol). Conditions: temperature 80 celsius, time 8 hour. The product is FC(C1=C(CN2CCC(CC2)\C=C/2\C(=NC(S2)=O)NCC2(CCC2)CO)C=CC(=C1)C(F)(F)F)(F)F ((5Z)-5-({1-[2,4-bis(trifluoromethyl)benzyl]piperidin-4-yl}methylidene)-4-({[1-(hydroxymethyl)cyclobutyl]methyl}amino)-1,3-thiazol-2(5H)-one). Isolated yield 32.7%. RXN SMILES: [F:1][C:2]([F:23])([F:22])[C:3]1[CH:17]=[C:16]([C:18]([F:21])([F:20])[F:19])[CH:15]=[CH:14][C:4]=1[CH2:5][N:6]1[CH2:11][CH2:10][CH:9]([CH:12]=O)[CH2:8][CH2:7]1.[OH:24][CH2:25][C:26]1([CH2:30][NH:31][C:32]2[CH2:36][S:35][C:34](=[O:37])[N:33]=2)[CH2:29][CH2:28][CH2:27]1.C([O-])(=O)C.[NH2+]1CCCCC1>CC(O)C>[F:23][C:2]([F:1])([F:22])[C:3]1[CH:17]=[C:16]([C:18]([F:21])([F:20])[F:19])[CH:15]=[CH:14][C:4]=1[CH2:5][N:6]1[CH2:11][CH2:10][CH:9](/[CH:12]=[C:36]2/[C:32]([NH:31][CH2:30][C:26]3([CH2:25][OH:24])[CH2:29][CH2:28][CH2:27]3)=[N:33][C:34](=[O:37])[S:35]/2)[CH2:8][CH2:7]1 |f:2.3|. Reported procedure: To a solution of 1-[2,4-bis(trifluoromethyl)benzyl]piperidine-4-carbaldehyde (500 mg) in 2-propanol (10 mL) were added 4-({[1-(hydroxymethyl)cyclobutyl]methyl}amino)thiazol-2(5H)-one (474 mg) and piperidinium acetate (218 mg). The reaction mixture was stirred at 80° C. overnight, and the solvent was evaporated under reduced pressure. The residue was purified by silica gel column chromatography (ethyl acetate/hexane) and recrystallized from ethyl acetate/heptane to give the title compound (258 mg...